This data is from the Open Reaction Database (ORD), a public repository of structured organic reaction records. The task is: describe an organic reaction: reactants, conditions, products, and yield Reactants: Cl.N1(N=NC2=C1C=CC=C2)CC(=O)O (2-(1H-benzo[d][1,2,3]triazol-1-yl)acetic acid hydrochloride), C(C1=CC=CC=C1)[C@@H]1C[C@H](NC1)C(=O)NC1=CC=C(C=C1)OC1=CC=C(C=C1)F ((2S,4R)-4-benzyl-N-(4-(4-fluorophenoxy)phenyl)pyrrolidine-2-carboxamide). The product is Compound 176, N1(N=NC2=C1C=CC=C2)CC(=O)N2[C@@H](C[C@H](C2)CC2=CC=CC=C2)C(=O)NC2=CC=C(C=C2)OC2=CC=C(C=C2)F ((2S,4R)-1-(2-(1H-benzo[d][1,2,3]triazol-1-yl)acetyl)-4-benzyl-N-(4-(4-fluorophenoxy)phenyl)pyrrolidine-2-carboxamide). The yield is 12.0%. As a reaction SMILES: Cl.[N:2]1([CH2:11][C:12]([OH:14])=O)[C:6]2[CH:7]=[CH:8][CH:9]=[CH:10][C:5]=2[N:4]=[N:3]1.[CH2:15]([C@H:22]1[CH2:26][NH:25][C@H:24]([C:27]([NH:29][C:30]2[CH:35]=[CH:34][C:33]([O:36][C:37]3[CH:42]=[CH:41][C:40]([F:43])=[CH:39][CH:38]=3)=[CH:32][CH:31]=2)=[O:28])[CH2:23]1)[C:16]1[CH:21]=[CH:20][CH:19]=[CH:18][CH:17]=1>>[N:2]1([CH2:11][C:12]([N:25]2[CH2:26][C@H:22]([CH2:15][C:16]3[CH:21]=[CH:20][CH:19]=[CH:18][CH:17]=3)[CH2:23][C@H:24]2[C:27]([NH:29][C:30]2[CH:35]=[CH:34][C:33]([O:36][C:37]3[CH:42]=[CH:41][C:40]([F:43])=[CH:39][CH:38]=3)=[CH:32][CH:31]=2)=[O:28])=[O:14])[C:6]2[CH:7]=[CH:8][CH:9]=[CH:10][C:5]=2[N:4]=[N:3]1 |f:0.1|. Reported procedure: Proceeding as in Example 1, but substituting 2-(1H-benzo[d][1,2,3]triazol-1-yl)acetic acid hydrochloride and (2S,4R)-4-benzyl-N-(4-(4-fluorophenoxy)phenyl)pyrrolidine-2-carboxamide, gave Compound 176, (2S,4R)-1-(2-(1H-benzo[d][1,2,3]triazol-1-yl)acetyl)-4-benzyl-N-(4-(4-fluorophenoxy)phenyl)pyrrolidine-2-carboxamide (17 mg, 12%). Major isomer: 1H-NMR (400 MHz, DMSO-D6): σ 9.95 (s, 1H), 8.04 (d, 1H), 7.77-7.64 (m, 1H), 7.59-7.49 (m, 3H), 7.44-7.12 (m, 8H), 7.07-6.90 (m, 4H), 5.80 (q, 2H), 4.56-4.... Reactants: COC(=O)C=1N=C(C2=CC(=CC=C2C1O)SC1=CC=CC=C1)C#N (1-cyano-4-hydroxy-7-phenylsulfanyl-isoquinoline-3-carboxylic acid methyl ester), C(C)(C)(C)OC(=O)C1(CCC1)CN (1-aminomethyl-cyclobutanecarboxylic acid tert-butyl ester). Solvent: CCO (EtOH). Product: C(C)(C)(C)OC(=O)C1(CCC1)CNC(=O)C=1N=C(C2=CC(=CC=C2C1O)SC1=CC=CC=C1)C#N (1-{[(1-Cyano-4-hydroxy-7-phenylsulfanyl-isoquinoline-3-carbonyl)-amino]-methyl}-cyclobutanecarboxylic acid tert-butyl ester). Isolated yield 92.7%. RXN SMILES: CO[C:3]([C:5]1[N:6]=[C:7]([C:23]#[N:24])[C:8]2[C:13]([C:14]=1[OH:15])=[CH:12][CH:11]=[C:10]([S:16][C:17]1[CH:22]=[CH:21][CH:20]=[CH:19][CH:18]=1)[CH:9]=2)=[O:4].[C:25]([O:29][C:30]([C:32]1([CH2:36][NH2:37])[CH2:35][CH2:34][CH2:33]1)=[O:31])([CH3:28])([CH3:27])[CH3:26]>CCO>[C:25]([O:29][C:30]([C:32]1([CH2:36][NH:37][C:3]([C:5]2[N:6]=[C:7]([C:23]#[N:24])[C:8]3[C:13]([C:14]=2[OH:15])=[CH:12][CH:11]=[C:10]([S:16][C:17]2[CH:18]=[CH:19][CH:20]=[CH:21][CH:22]=2)[CH:9]=3)=[O:4])[CH2:33][CH2:34][CH2:35]1)=[O:31])([CH3:28])([CH3:27])[CH3:26]. Procedure details: A mixture of 1-cyano-4-hydroxy-7-phenylsulfanyl-isoquinoline-3-carboxylic acid methyl ester (43 mg) and 1-aminomethyl-cyclobutanecarboxylic acid tert-butyl ester (48 mg) in EtOH (0.5 mL) was microwaved at 140° C. for 1 h. The mixture was cooled, concentrated and the residue was column purified to give the desired product (58 mg). LC MS ESI+: 490 (M+1)+. Starting materials: C(C1=CC=CC=C1)OC(=O)C1(CCCCC1)N(C(CCCC)=O)CC1=CC=C(C=C1)C1=C(C=CC=C1)C#N (N-(1-benzyloxycarbonylcyclohexyl)-N-(2'-cyanobiphenyl-4-ylmethyl)-N-pentanoyl-amine), C(CCC)[Sn](CCCC)(CCCC)N=[N+]=[N-] (tributyltin azide). Solvent: CC=1C=CC=CC1C (o-xylene). Yields the product C(C1=CC=CC=C1)OC(=O)C1(CCCCC1)N(CC1=CC=C(C=C1)C1=C(C=CC=C1)C1=NN=NN1)C(CCCC)=O (N-(1-benzyloxycarbonylcyclohexyl)-N-pentanoyl-N-[2'-(1H-tetrazol-5-yl)biphenyl-4-ylmethyl]-amine). Reaction SMILES: [CH2:1]([O:8][C:9]([C:11]1([N:17]([CH2:24][C:25]2[CH:30]=[CH:29][C:28]([C:31]3[CH:36]=[CH:35][CH:34]=[CH:33][C:32]=3[C:37]#[N:38])=[CH:27][CH:26]=2)[C:18](=[O:23])[CH2:19][CH2:20][CH2:21][CH3:22])[CH2:16][CH2:15][CH2:14][CH2:13][CH2:12]1)=[O:10])[C:2]1[CH:7]=[CH:6][CH:5]=[CH:4][CH:3]=1.C([Sn]([N:52]=[N+:53]=[N-:54])(CCCC)CCCC)CCC>CC1C=CC=CC=1C>[CH2:1]([O:8][C:9]([C:11]1([N:17]([C:18](=[O:23])[CH2:19][CH2:20][CH2:21][CH3:22])[CH2:24][C:25]2[CH:26]=[CH:27][C:28]([C:31]3[CH:36]=[CH:35][CH:34]=[CH:33][C:32]=3[C:37]3[NH:54][N:53]=[N:52][N:38]=3)=[CH:29][CH:30]=2)[CH2:16][CH2:15][CH2:14][CH2:13][CH2:12]1)=[O:10])[C:2]1[CH:7]=[CH:6][CH:5]=[CH:4][CH:3]=1. Reported procedure: A mixture of 3.3 g (6.5 mmol) of N-(1-benzyloxycarbonylcyclohexyl)-N-(2'-cyanobiphenyl-4-ylmethyl)-N-pentanoyl-amine, 4.1 g (12.3 mmol) of tributyltin azide and 30 ml of o-xylene is heated to reflux for 44 hours. Working-up of the mixture in a manner analogous to that described in Example 23 yields the N-(1-benzyloxycarbonylcyclohexyl)-N-pentanoyl-N-[2'-(1H-tetrazol-5-yl)biphenyl-4-ylmethyl]-amine in the form of light-brown crystals melting between 189° and 190° (from ethyl acetate/diethyl ether... RXN SMILES: [C:1]([OH:16])(=O)/[CH:2]=[CH:3]/[CH2:4][CH2:5][CH2:6][CH2:7][CH2:8][CH2:9][CH2:10][CH2:11][CH2:12][CH2:13][CH3:14].C(Cl)(=O)C([Cl:20])=O>ClCCl>[C:1]([Cl:20])(=[O:16])/[CH:2]=[CH:3]/[CH2:4][CH2:5][CH2:6][CH2:7][CH2:8][CH2:9][CH2:10][CH2:11][CH2:12][CH2:13][CH3:14]. Solvent: ClCCl (dichloromethane), ice water. The product is C(\C=C\CCCCCCCCCCC)(=O)Cl ((E)-tetradec-2-enoyl chloride). Procedure: (E)-tetradec-2-enoic acid (18.7 g) was dissolved in anhydrous dichloromethane (200 ml) under nitrogen with stirring. The solution was cooled in ice-water bath for 30 min. Oxalyl chloride (9.1 ml) was added dropwise. The reaction mixture was slowly warm up to room temperature overnight. The solvent was removed under vacuum. The product was obtained as clear oil (20.0 g, 99%) and used in next step synthesis without further purification. Yield: 99.0%. Starting materials: C(\C=C\CCCCCCCCCCC)(=O)O ((E)-tetradec-2-enoic acid), C(C(=O)Cl)(=O)Cl (Oxalyl chloride).